From a dataset of the Open Reaction Database (ORD), a public repository of structured organic reaction records. describe an organic reaction: reactants, conditions, products, and yield Starting materials: C[Si]([N-][Si](C)(C)C)(C)C.[Na+] (sodium hexamethyldisilazid), ClC1=CC=C(C=C1)C(C)=O (1-(4-chlorophenyl)ethanone), O1CCC(CC1)C(=O)Cl (tetrahydro-pyran-4-carbonyl chloride). Solvent: C1CCOC1 (THF), C1CCOC1 (THF). Conditions: temperature -78 celsius, time 1 hour. The product is ClC1=CC=C(C=C1)C(CC(=O)C1CCOCC1)=O (1-(4-chlorophenyl)-3-(tetrahydro-2H-pyran-4-yl)propane-1,3-dione). The yield is 58.1%. Reaction SMILES: [Cl:1][C:2]1[CH:7]=[CH:6][C:5]([C:8](=[O:10])[CH3:9])=[CH:4][CH:3]=1.C[Si](C)(C)[N-][Si](C)(C)C.[Na+].[O:21]1[CH2:26][CH2:25][CH:24]([C:27](Cl)=[O:28])[CH2:23][CH2:22]1>C1COCC1>[Cl:1][C:2]1[CH:7]=[CH:6][C:5]([C:8](=[O:10])[CH2:9][C:27]([CH:24]2[CH2:25][CH2:26][O:21][CH2:22][CH2:23]2)=[O:28])=[CH:4][CH:3]=1 |f:1.2|. Procedure details: A solution of 1-(4-chlorophenyl)ethanone (2.0 g, 12.9 mmol) in anhydrous THF was cooled in a dry ice acetone bath and treated with sodium hexamethyldisilazid (14.2 mL, 1M in THF, 14.2 mmol). The resulting solution was stirred for 1 h at −78° C. and a solution of tetrahydro-pyran-4-carbonyl chloride (1.92 g, 12.9 mmol) in THF was slowly added. The resulting solution was stirred for 30 min at −78° C., allowed to warm up to room temperature and stirred for 5 h. The reaction was quenched by adding 6...